From a dataset of the Open Reaction Database (ORD), a public repository of structured organic reaction records. describe an organic reaction: reactants, conditions, products, and yield Starting materials: ClC1=C(C(=O)C2=CC=C(CBr)C=C2)C=CC(=C1)Cl (4-(2,4-dichlorobenzoyl)benzyl bromide), CC1=C(C2=C(C=NN(C2=O)C)N1)C (2,3,5-trimethyl-1H-pyrrolo[2,3-d]-pyridazin-4(5H)-one), [H-].[Na+] (sodium hydride), O (water). The solvent is CN(C)C=O (DMF), CN(C)C=O (DMF), CN(C)C=O (DMF). Conditions: time 1 hour. Yields the product ClC1=C(C(=O)C2=CC=C(CN3C(=C(C4=C3C=NN(C4=O)C)C)C)C=C2)C=CC(=C1)Cl (1-[4-(2,4-Dichlorobenzoyl)benzyl]-2,3,5-trimethyl-1H-pyrrolo [2,3-d]pyridazin-4(5H)-one). Yield: 69.6%. As a reaction SMILES: [CH3:1][C:2]1[NH:12][C:5]2[CH:6]=[N:7][N:8]([CH3:11])[C:9](=[O:10])[C:4]=2[C:3]=1[CH3:13].[H-].[Na+].[Cl:16][C:17]1[CH:32]=[C:31]([Cl:33])[CH:30]=[CH:29][C:18]=1[C:19]([C:21]1[CH:28]=[CH:27][C:24]([CH2:25]Br)=[CH:23][CH:22]=1)=[O:20].O>CN(C=O)C>[Cl:16][C:17]1[CH:32]=[C:31]([Cl:33])[CH:30]=[CH:29][C:18]=1[C:19]([C:21]1[CH:22]=[CH:23][C:24]([CH2:25][N:12]2[C:5]3[CH:6]=[N:7][N:8]([CH3:11])[C:9](=[O:10])[C:4]=3[C:3]([CH3:13])=[C:2]2[CH3:1])=[CH:27][CH:28]=1)=[O:20] |f:1.2|. Procedure details: A solution of 2,3,5-trimethyl-1H-pyrrolo[2,3-d]-pyridazin-4(5H)-one (354 mg) in DMF (30 ml) was dripped into a suspension of 60% sodium hydride-oil (96 mg) in DMF (8 ml) on an ice-water bath. The mixture was stirred at room temperature for 1 hour, after which a solution of 4-(2,4-dichlorobenzoyl)benzyl bromide (757 mg) in DMF (15 ml) was added and the mixture was further stirred at room temperature for 1.5 hours. The reaction was stopped by adding water and the reaction mixture was extracted wit...